Dataset: the Open Reaction Database (ORD), a public repository of structured organic reaction records. Task: describe an organic reaction: reactants, conditions, products, and yield Product: CCOC(=O)C1(c2ccc(-c3ccc(-c4onc(C)c4C(O)C(C)C=Cc4ccccc4)cc3)cc2)CC1. RXN SMILES: [CH2:1]([CH3:2])[O:3][C:4](=[O:5])[C:6]1([c:9]2[cH:10][cH:11][c:12](-[c:15]3[cH:16][cH:17][c:18](-[c:21]4[c:22]([CH:27]([CH:28]([CH:29]=[CH2:30])[CH3:31])[OH:32])[c:23]([CH3:26])[n:24][o:25]4)[cH:19][cH:20]3)[cH:13][cH:14]2)[CH2:7][CH2:8]1.[I:33][c:34]1[cH:35][cH:36][cH:37][cH:38][cH:39]1>>[CH2:1]([CH3:2])[O:3][C:4](=[O:5])[C:6]1([c:9]2[cH:10][cH:11][c:12](-[c:15]3[cH:16][cH:17][c:18](-[c:21]4[c:22]([CH:27]([CH:28]([CH:29]=[CH:30][c:34]5[cH:35][cH:36][cH:37][cH:38][cH:39]5)[CH3:31])[OH:32])[c:23]([CH3:26])[n:24][o:25]4)[cH:19][cH:20]3)[cH:13][cH:14]2)[CH2:7][CH2:8]1. Starting materials: C=CC(C)C(O)c1c(C)noc1-c1ccc(-c2ccc(C3(C(=O)OCC)CC3)cc2)cc1, Ic1ccccc1. The reactants are CS(C)=O, CC1CC(Nc2ccnc3cc(Cl)ccc23)C(C)CC1N, NC1CCC(Nc2ccnc3cc(Cl)ccc23)CC1, O=C(O)c1cc(F)cc(F)c1, O=C(O)c1ccc2cc[nH]c2c1. The product is CC1CC(Nc2ccnc3cc(Cl)ccc23)C(C)CC1NC(=O)c1cc(F)cc(F)c1. As a reaction SMILES: [CH3:64][S:65]([CH3:66])=[O:67].[Cl:1][c:2]1[cH:3][cH:4][c:5]2[c:6]([NH:12][CH:13]3[CH:14]([CH3:21])[CH2:15][CH:16]([NH2:20])[CH:17]([CH3:19])[CH2:18]3)[cH:7][cH:8][n:9][c:10]2[cH:11]1.[Cl:22][c:23]1[cH:24][c:25]2[c:26]([c:27]([NH:28][CH:29]3[CH2:30][CH2:31][CH:32]([NH2:33])[CH2:34][CH2:35]3)[cH:36][cH:37][n:38]2)[cH:39][cH:40]1.[F:41][c:42]1[cH:43][c:44]([C:45](=[O:46])[OH:47])[cH:48][c:49]([F:51])[cH:50]1.[nH:52]1[c:53]2[c:54]([cH:55][cH:56][c:57]([C:58]([OH:59])=[O:60])[cH:61]2)[cH:62][cH:63]1>>[Cl:1][c:2]1[cH:3][cH:4][c:5]2[c:6]([NH:12][CH:13]3[CH:14]([CH3:21])[CH2:15][CH:16]([NH:20][C:45]([c:44]4[cH:43][c:42]([F:41])[cH:50][c:49]([F:51])[cH:48]4)=[O:46])[CH:17]([CH3:19])[CH2:18]3)[cH:7][cH:8][n:9][c:10]2[cH:11]1.